The task is: describe an organic reaction: reactants, conditions, products, and yield. This data is from the Open Reaction Database (ORD), a public repository of structured organic reaction records. Reaction SMILES: [C:1](#[N:3])[CH3:2].CC([O-])(CC)C.[K+].C1(C)C=CC=CC=1.[C:18]12([C:28](OCC)=O)[CH2:27][CH:22]3[CH2:23][CH:24]([CH2:26][CH:20]([CH2:21]3)[CH2:19]1)[CH2:25]2.Cl.[C:34]1([CH3:42])[CH:39]=[CH:38][C:37]([NH:40][NH2:41])=[CH:36][CH:35]=1.Cl>C1COCC1>[C:18]12([C:28]3[CH:2]=[C:1]([NH2:3])[N:40]([C:37]4[CH:38]=[CH:39][C:34]([CH3:42])=[CH:35][CH:36]=4)[N:41]=3)[CH2:27][CH:22]3[CH2:23][CH:24]([CH2:26][CH:20]([CH2:21]3)[CH2:19]1)[CH2:25]2 |f:1.2,5.6|. Reported procedure: To a solution of acetonitrile (200 μL, 160 mg, 1.60 mmol) in THF (10 mL) at RT was added a solution of potassium 2-methylbutan-2-olate in toluene (1.7 M, 6.7 mL, 11 mmol) followed by the dropwise addition of ethyl adamantane-1-carboxylate (798 mg, 3.8 mmol) and the reaction mixture maintained at RT for 16 hr. The resulting mixture was concentrated in vacuo to a volume of ˜10 mL and was then diluted with EtOH (10 mL), treated with p-tolylhydrazine hydrochloride (607 mg, 3.83 mmol) and was acidifi... The reactants are C(C)#N (acetonitrile), CC(C)(CC)[O-].[K+] (potassium 2-methylbutan-2-olate), C1(=CC=CC=C1)C (toluene), C12(CC3CC(CC(C1)C3)C2)C(=O)OCC (ethyl adamantane-1-carboxylate), Cl.C1(=CC=C(C=C1)NN)C (p-tolylhydrazine hydrochloride), Cl (hydrochloric acid). Run in C1CCOC1 (THF). Product: C12(CC3CC(CC(C1)C3)C2)C2=NN(C(=C2)N)C2=CC=C(C=C2)C (3-(Adamantan-1-yl)-1-p-tolyl-1H-pyrazol-5-amine). Reactants: COC(=O)N1CC(CC1)N1C=C(C(C2=CC=CN=C12)=O)C(=O)OCC ((±)-ethyl 1-(1-methoxycarbonylpyrrolidin-3-yl)-1,4-dihydro[1,8]naphthyridin-4-one-3-carboxylate), [OH-].[Na+] (sodium hydroxide). Solvent: O1CCCC1 (tetrahydrofuran), C(C)O (ethanol), O (water). Conditions: time 1.5 hour. Yields the product COC(=O)N1CC(CC1)N1C=C(C(C2=CC=CN=C12)=O)C(=O)O ((±)-1-(1-methoxycarbonylpyrrolidin-3-yl)-1,4-dihydro[1,8]naphthyridin-4-one-3-carboxylic acid). Isolated yield 95.8%. As a reaction SMILES: [CH3:1][O:2][C:3]([N:5]1[CH2:9][CH2:8][CH:7]([N:10]2[C:19]3[C:14](=[CH:15][CH:16]=[CH:17][N:18]=3)[C:13](=[O:20])[C:12]([C:21]([O:23]CC)=[O:22])=[CH:11]2)[CH2:6]1)=[O:4].[OH-].[Na+]>O1CCCC1.C(O)C.O>[CH3:1][O:2][C:3]([N:5]1[CH2:9][CH2:8][CH:7]([N:10]2[C:19]3[C:14](=[CH:15][CH:16]=[CH:17][N:18]=3)[C:13](=[O:20])[C:12]([C:21]([OH:23])=[O:22])=[CH:11]2)[CH2:6]1)=[O:4] |f:1.2|. Procedure: To a mixed solution of 269 mg (0.78 mmol) of the compound obtained in Example 2 in 3 ml of tetrahydrofuran and 3 ml of ethanol, 857 μl (0.857 mmol) of 1N sodium hydroxide solution was added at room temperature and the solution was stirred at that temperature for 1.5 hours. Next, this was diluted with water (20 ml) and, after washing with ether (10 ml), 1N hydrochloric acid (0.87 ml) was added to an aqueous layer. After extracting with methylene chloride (40 ml), the extract was dried over anhydr... Run in O1CCCC1 (tetrahydrofuran), C(C)OCC (diethyl ether), O1CCCC1 (tetrahydrofuran), C(C)OCC (diethyl ether). Reaction conditions: temperature 0 celsius, time 2 hour. Yields the product C(C1=CC=CC=C1)OC[C@H]1[C@@H](CC[C@@H]1CCCC)OC1OCCCC1 ((1R,2S,3S)-2-benzyloxymethyl-3-butyl-1-(2-tetrahydropyranyloxy)cyclopentane). The reactants are C(C1=CC=CC=C1)OC[C@H]1[C@@H](CC[C@H]1CCOS(=O)(=O)C1=CC=C(C=C1)C)OC1OCCCC1 ((1R,2S,3S)-2-benzyloxymethyl-1-(2-tetrahydropyranyloxy)-3-[2-(p-toluenesulphonyloxy)ethyl]cyclopentane), solution, C(C)[Mg]Br (ethyl magnesium bromide), solution, [Cl-].[Li+] (lithium chloride), cupric chloride, Cl (hydrochloric acid). As a reaction SMILES: [CH2:1]([O:8][CH2:9][C@@H:10]1[C@H:14]([CH2:15][CH2:16]OS(C2C=CC(C)=CC=2)(=O)=O)[CH2:13][CH2:12][C@H:11]1[O:28][CH:29]1[CH2:34][CH2:33][CH2:32][CH2:31][O:30]1)[C:2]1[CH:7]=[CH:6][CH:5]=[CH:4][CH:3]=1.[CH2:35]([Mg]Br)[CH3:36].[Cl-].[Li+].Cl>O1CCCC1.C(OCC)C>[CH2:1]([O:8][CH2:9][C@@H:10]1[C@@H:14]([CH2:15][CH2:16][CH2:35][CH3:36])[CH2:13][CH2:12][C@H:11]1[O:28][CH:29]1[CH2:34][CH2:33][CH2:32][CH2:31][O:30]1)[C:2]1[CH:3]=[CH:4][CH:5]=[CH:6][CH:7]=1 |f:2.3|. Procedure: In a flow of argon, to a solution cooled to -78° C., of 13.6 g of (1R,2S,3S)-2-benzyloxymethyl-1-(2-tetrahydropyranyloxy)-3-[2-(p-toluenesulphonyloxy)ethyl]cyclopentane (prepared in Reference Example 5) in 30 ml of dry tetrahydrofuran, 12.5 ml of a 3M solution of ethyl magnesium bromide in diethyl ether was added over a period of 10 min; to the solution, 5 ml of a solution of 8.4 g of lithium chloride and 13.4 g of cupric chloride in 1 l of tetrahydrofuran was added dropwise over a period of 5 m... The yield is 89.8%. The reactants are N1C=NC=2CNCCC21 (4,5,6,7-tetrahydro-imidazo-[4,5-c]-pyridine), C1(CC1)N=C=O (cyclopropyl isocyanate). Run in O1CCOCC1 (dioxane), C(C)#N (acetonitrile). Yields the product C1(CC1)NC(=O)N1CC2=C(CC1)NC=N2 (5-(N-cyclopropyl-carbamoyl)-4,5,6,7-tetrahydro-imidazo-[4,5-c]-pyridine). Yield: 34.3%. RXN SMILES: [NH:1]1[C:9]2[CH2:8][CH2:7][NH:6][CH2:5][C:4]=2[N:3]=[CH:2]1.[CH:10]1([N:13]=[C:14]=[O:15])[CH2:12][CH2:11]1>O1CCOCC1.C(#N)C>[CH:10]1([NH:13][C:14]([N:6]2[CH2:7][CH2:8][C:9]3[NH:1][CH:2]=[N:3][C:4]=3[CH2:5]2)=[O:15])[CH2:12][CH2:11]1. Procedure details: A solution of 3.69 g of 4,5,6,7-tetrahydro-imidazo-[4,5-c]-pyridine and 7.47 g of cyclopropyl isocyanate in 20 ml of dry dioxane is refluxed for 1.5 h. After evaporation to dryness, the residue is dissolved in 44 ml of methanol and treated with 11 ml of 2N sodium hydroxide for 1.5 h at room temperature. After neutralization, the solution is extracted with chloroform. Evaporation of the solvent leaves a residue that is taken up in acetonitrile to give 2.12 g of the title compound, m.p. 215°. Procedure: To a mixture of cesium carbonate (25.32 g), palladium(II) acetate (0.624 g) and 2,2′-bis(diphenylphosphino)-1,1′-binaphthyl (2.59 g) in toluene (110 ml) was successively added cis-2,6-dimethylmorpholine (8.21 ml) and trifluoromethanesulfonic acid 4-(4-acetylpiperazin-1-yl)phenyl ester (20 g) in stream of nitrogen. The mixture was stirred at ambient temperature for 30 minutes and at 100° C. for further 12 hours. After cooling to room temperature, water was added to the reaction mixture. The resul... As a reaction SMILES: C(=O)([O-])[O-].[Cs+].[Cs+].C1(P(C2C=CC=CC=2)C2C=CC3C(=CC=CC=3)C=2C2C3C(=CC=CC=3)C=CC=2P(C2C=CC=CC=2)C2C=CC=CC=2)C=CC=CC=1.[CH3:53][C@H:54]1[O:59][C@@H:58]([CH3:60])[CH2:57][NH:56][CH2:55]1.[C:61]([N:64]1[CH2:69][CH2:68][N:67]([C:70]2[CH:75]=[CH:74][C:73](OS(C(F)(F)F)(=O)=O)=[CH:72][CH:71]=2)[CH2:66][CH2:65]1)(=[O:63])[CH3:62]>C1(C)C=CC=CC=1.C([O-])(=O)C.[Pd+2].C([O-])(=O)C.O>[CH3:60][C@H:58]1[O:59][C@@H:54]([CH3:53])[CH2:55][N:56]([C:73]2[CH:72]=[CH:71][C:70]([N:67]3[CH2:66][CH2:65][N:64]([C:61](=[O:63])[CH3:62])[CH2:69][CH2:68]3)=[CH:75][CH:74]=2)[CH2:57]1 |f:0.1.2,7.8.9|. The reactants are C([O-])([O-])=O.[Cs+].[Cs+] (cesium carbonate), C1(=CC=CC=C1)P(C1=C(C2=CC=CC=C2C=C1)C1=C(C=CC2=CC=CC=C12)P(C1=CC=CC=C1)C1=CC=CC=C1)C1=CC=CC=C1 (2,2′-bis(diphenylphosphino)-1,1′-binaphthyl), C(C)(=O)N1CCN(CC1)C1=CC=C(C=C1)OS(=O)(=O)C(F)(F)F (trifluoromethanesulfonic acid 4-(4-acetylpiperazin-1-yl)phenyl ester), C[C@@H]1CNC[C@@H](O1)C (cis-2,6-dimethylmorpholine). Product: C[C@@H]1CN(C[C@@H](O1)C)C1=CC=C(C=C1)N1CCN(CC1)C(C)=O (1-[4-[4-(cis-2,6-dimethylmorpholin-4-yl)phenyl]piperazin-1-yl]ethanone). Reaction conditions: temperature 100 celsius, time 12 hour. The solvent is C1(=CC=CC=C1)C (toluene), O (water). The reagents and catalysts are C(C)(=O)[O-].[Pd+2].C(C)(=O)[O-] (palladium(II) acetate). The reactants are C1CCOC1, Cc1c(-c2cc(C(=O)O)c(Cl)cc2F)nn(C)c1C(F)(F)F, O. Yields the product Cc1c(-c2cc(CO)c(Cl)cc2F)nn(C)c1C(F)(F)F. Reaction SMILES: [CH2:24]1[O:25][CH2:26][CH2:27][CH2:28]1.[Cl:1][c:2]1[c:3]([C:4](=[O:5])[OH:6])[cH:7][c:8](-[c:12]2[n:13][n:14]([CH3:22])[c:15]([C:18]([F:19])([F:20])[F:21])[c:16]2[CH3:17])[c:9]([F:11])[cH:10]1.[OH2:23]>>[Cl:1][c:2]1[c:3]([CH2:4][OH:5])[cH:7][c:8](-[c:12]2[n:13][n:14]([CH3:22])[c:15]([C:18]([F:19])([F:20])[F:21])[c:16]2[CH3:17])[c:9]([F:11])[cH:10]1. Starting materials: C(C)(=O)O (acetic acid), N(N)C1CN(C1)C(=O)OC(C)(C)C (tert-butyl 3-hydrazinoazetidine-1-carboxylate), CN(/C=C/C(=O)C1=C(C=CC(=C1)C(F)(F)F)O)C ((2E)-3-(dimethylamino)-1-[2-hydroxy-5-(trifluoromethyl)phenyl]prop-2-en-1-one). Run in C(C)O (ethanol). Run at time 20 hour. Product: OC1=C(C=C(C=C1)C(F)(F)F)C1=CC=NN1C1CN(C1)C(=O)OC(C)(C)C (tert-Butyl 3-{5-[2-hydroxy-5-(trifluoromethyl)phenyl]-1H-pyrazol-1-yl}azetidine-1-carboxylate). RXN SMILES: [NH:1]([CH:3]1[CH2:6][N:5]([C:7]([O:9][C:10]([CH3:13])([CH3:12])[CH3:11])=[O:8])[CH2:4]1)[NH2:2].C(O)(=O)C.CN(C)/[CH:20]=[CH:21]/[C:22]([C:24]1[CH:29]=[C:28]([C:30]([F:33])([F:32])[F:31])[CH:27]=[CH:26][C:25]=1[OH:34])=O>C(O)C>[OH:34][C:25]1[CH:26]=[CH:27][C:28]([C:30]([F:31])([F:32])[F:33])=[CH:29][C:24]=1[C:22]1[N:1]([CH:3]2[CH2:4][N:5]([C:7]([O:9][C:10]([CH3:13])([CH3:12])[CH3:11])=[O:8])[CH2:6]2)[N:2]=[CH:20][CH:21]=1. Procedure: To a stirred solution of crude tert-butyl 3-hydrazinoazetidine-1-carboxylate, (Preparation 858, 5.7 g, 0.030 mol) in ethanol (66 mL) at 0° C. was added acetic acid (6.6 mL) dropwise. Then (2E)-3-(dimethylamino)-1-[2-hydroxy-5-(trifluoromethyl)phenyl]prop-2-en-1-one, (Preparation 859, 6.4 g, 24.68 m mol) was added portionwise and allowed to stir at room temperature for 20 hours. The reaction mixture was concentrated in vacuo and neutralised with aqueous sodium hydrogencarbonate solution. The mixt...